Dataset: the Open Reaction Database (ORD), a public repository of structured organic reaction records. Task: describe an organic reaction: reactants, conditions, products, and yield Procedure details: 3-(Hydroxymethyl)-5-(trifluoromethyl)benzonitrile (2.70 g, 13.4 mmol) synthesized by the method described in Japanese Patent Unexamined Publication (Kokai) No. 2003-221376 was dissolved in acetone (30 mL), the solution was added with 2 M Jones reagent (26.8 mL, 53.6 mmol), and the mixture was stirred for 12 hours. The reaction mixture was added with water (15 mL) for dilution, and then extracted with ether. The organic layers were combined, and inversely extracted with 2 M aqueous sodium hydroxi... Reactants: OCC=1C=C(C#N)C=C(C1)C(F)(F)F (3-(Hydroxymethyl)-5-(trifluoromethyl)benzonitrile), CC(=O)C.OS(=O)(=O)O.O=[Cr](=O)=O (Jones reagent), O (water). Yields the product C(#N)C=1C=C(C(=O)O)C=C(C1)C(F)(F)F (3-cyano-5-(trifluoromethyl)benzoic acid). Reaction SMILES: [OH:1][CH2:2][C:3]1[CH:4]=[C:5]([CH:8]=[C:9]([C:11]([F:14])([F:13])[F:12])[CH:10]=1)[C:6]#[N:7].CC(C)=[O:17].OS(O)(=O)=O.O=[Cr](=O)=O.O>CC(C)=O>[C:6]([C:5]1[CH:4]=[C:3]([CH:10]=[C:9]([C:11]([F:12])([F:13])[F:14])[CH:8]=1)[C:2]([OH:17])=[O:1])#[N:7] |f:1.2.3|. Conditions: time 12 hour. The solvent is CC(=O)C (acetone). Isolated yield 84.6%.